describe an organic reaction: reactants, conditions, products, and yield From a dataset of the Open Reaction Database (ORD), a public repository of structured organic reaction records. Product: C(C)(=O)N1CCC(=CC1)C1=C(C=C2C(C(=CN(C2=C1)C1CC1)C(=O)OCC)=O)F (Ethyl 7-(1-acetyl-1,2,3,6-tetrahydro-4-pyridyl)-1-cyclopropyl-6-fluoro-1,4-dihydro-4-oxo-3-quinolinecarboxylate). Run at temperature 65 celsius, time 5.5 hour. The solvent is C(C)(C)(C)O (t-butyl alcohol). Reactants: C(C)(=O)N1CCC(=CC1)C1=CC(=C(C=C1F)C(C(C(=O)OCC)=CNC1CC1)=O)F (ethyl 4-(1-acetyl-1,2,3,6-tetrahydro-4-pyridyl)-α-[(cyclopropylamino) methylene]-2,5-difluoro-β-oxobenzenepropionate), CC(C)([O-])C.[K+] (potassium t-butoxide). Reported procedure: A solution of 4.70 g (11.3 mmol) of ethyl 4-(1-acetyl-1,2,3,6-tetrahydro-4-pyridyl)-α-[(cyclopropylamino) methylene]-2,5-difluoro-β-oxobenzenepropionate in 35 ml of t-butyl alcohol was treated with 1.26 g (11.3 mmol) potassium t-butoxide and stirred in an oil bath at 65° C. for 5.5 hours. The mixture was evaporated under vacuum and the residue was dissolved in chloroform and extracted with 0.5 N hydrochloric acid. The organic layer was dried (MgSO4), evaporated and the title compound purified by... As a reaction SMILES: [C:1]([N:4]1[CH2:9][CH:8]=[C:7]([C:10]2[C:15]([F:16])=[CH:14][C:13]([C:17](=[O:29])[C:18](=[CH:24][NH:25][CH:26]3[CH2:28][CH2:27]3)[C:19]([O:21][CH2:22][CH3:23])=[O:20])=[C:12](F)[CH:11]=2)[CH2:6][CH2:5]1)(=[O:3])[CH3:2].CC(C)([O-])C.[K+]>C(O)(C)(C)C>[C:1]([N:4]1[CH2:9][CH:8]=[C:7]([C:10]2[CH:11]=[C:12]3[C:13]([C:17](=[O:29])[C:18]([C:19]([O:21][CH2:22][CH3:23])=[O:20])=[CH:24][N:25]3[CH:26]3[CH2:28][CH2:27]3)=[CH:14][C:15]=2[F:16])[CH2:6][CH2:5]1)(=[O:3])[CH3:2] |f:1.2|. Reactants: C(O)([O-])=O.[Na+] (sodium hydrogen carbonate), S(=S)(=O)([O-])[O-].[Na+].[Na+] (sodium thiosulfate), C(C)(C)(C)OO (tert-butyl hydroperoxide), COC1=CC=C(CCl)C=C1 (4-methoxybenzyl chloride), N1N=NN=C1 (tetrazole), C(C=C)OP(N(C(C)C)C(C)C)OCC=C (bis(allyloxy)(diisopropylamino)phosphine), OCCCC(=O)[O-].[Na+] (sodium 4-hydroxybutyrate). Solvent: ClCCl (dichloromethane), CCCCCC (hexane), CO (methanol), C(C)(=O)OCC (ethyl acetate), C(C)(=O)OCC (ethyl acetate), CN(C=O)C (N,N-dimethylformamide). Reaction conditions: temperature 100 celsius, time 5 minute. Yields the product C(C=C)OP(=O)(OCC=C)OC(C(=O)OCC1=CC=C(C=C1)OC)CC (4-Methoxybenzyl 2-[[bis(allyloxy)phosphoryl]oxy]butyrate). Yield: 81.0%. RXN SMILES: OC[CH2:3][CH2:4][C:5]([O-:7])=O.[Na+].[CH3:9][O:10][C:11]1[CH:18]=[CH:17][C:14]([CH2:15]Cl)=[CH:13][CH:12]=1.N1C=NN=N1.[CH2:24]([O:27][P:28]([O:36][CH2:37][CH:38]=[CH2:39])N(C(C)C)C(C)C)[CH:25]=[CH2:26].C([O:44]O)(C)(C)C.[C:46](=O)([O-:48])[OH:47].[Na+].S([O-])([O-])(=O)=S.[Na+].[Na+]>CN(C)C=O.C(OCC)(=O)C.ClCCl.CCCCCC.CO>[CH2:5]([O:7][P:28]([O:27][CH:24]([CH2:25][CH3:26])[C:46]([O:48][CH2:15][C:14]1[CH:17]=[CH:18][C:11]([O:10][CH3:9])=[CH:12][CH:13]=1)=[O:47])([O:36][CH2:37][CH:38]=[CH2:39])=[O:44])[CH:4]=[CH2:3] |f:0.1,6.7,8.9.10|. Procedure: To a suspension of a commercially available sodium 4-hydroxybutyrate (630 mg, 5.00 mmol) in N,N-dimethylformamide (3.5 ml) was added 4-methoxybenzyl chloride (783 mg, 5.00 mmol), and the mixture was heated at 100° C. for 3 hours. The mixture was cooled, diluted with ethyl acetate, and the diluted mixture was washed successively twice with water and twice with an aqueous solution of sodium chloride. The solution was dried over anhydrous magnesium sulfate, and the solvent was distilled off under r... The reactants are C(C)(C)(C)OC(=O)N[C@@H](CC(C)C)C(=O)O (N-(tert-butoxycarbonyl)-L-leucine), N(=[N+]=[N-])[C@@H]1CC[C@H]2CN(C[C@H]21)CC2=CC=CC=C2 ((3aS,4R,6aR)-4-azido-2-benzyloctahydrocyclopenta[c]pyrrole), C(C1=CC=CC=C1)N1C[C@@H]2[C@H](C1)[C@H](CC2)N ((3aR,4S,6aS)-2-benzyloctahydrocyclopenta[c]pyrrol-4-amine). Product: C(C)(C)(C)OC(N[C@H](C(N[C@@H]1CC[C@H]2CN(C[C@H]21)CC2=CC=CC=C2)=O)CCC)=O (tert-Butyl((S)-1-oxo-1-((3aS,4R,6aR)-2-benzyloctahydrocyclopenta[c]pyrrol-4-ylamino)pentan-2-yl)carbamate). Reaction SMILES: [C:1]([O:5][C:6]([NH:8][C@H:9]([C:14]([OH:16])=O)[CH2:10][CH:11]([CH3:13])C)=[O:7])([CH3:4])([CH3:3])[CH3:2].[N:17]([C@H:20]1[C@H:27]2[C@H:23]([CH2:24][N:25]([CH2:28][C:29]3[CH:34]=[CH:33][CH:32]=[CH:31][CH:30]=3)[CH2:26]2)[CH2:22][CH2:21]1)=[N+]=[N-].C(N1C[C@@H]2[C@@H](N)CC[C@@H]2C1)C1C=CC=CC=1>>[C:1]([O:5][C:6](=[O:7])[NH:8][C@@H:9]([CH2:10][CH2:11][CH3:13])[C:14](=[O:16])[NH:17][C@H:20]1[C@H:27]2[C@H:23]([CH2:24][N:25]([CH2:28][C:29]3[CH:34]=[CH:33][CH:32]=[CH:31][CH:30]=3)[CH2:26]2)[CH2:22][CH2:21]1)([CH3:2])([CH3:3])[CH3:4]. Reported procedure: tert-Butyl((S)-1-oxo-1-((3aS,4R,6aR)-2-benzyloctahydrocyclopenta[c]pyrrol-4-ylamino)pentan-2-yl)carbamate was prepared by substituting N-(tert-butoxycarbonyl)-L-norvaline for N-(tert-butoxycarbonyl)-L-leucine and (3aS,4R,6aR)-2-benzyloctahydrocyclopenta[c]pyrrol-4-amine from Example 16 Step D for (3aR,4S,6aS)-2-benzyloctahydrocyclopenta[c]pyrrol-4-amine in the procedure described in Example 221: 1H NMR (400 MHz, pyridine-d5) δ ppm 8.58 (d, J=7.2, 1H), 7.91 (d, J=8.3, 1H), 7.42 (d, J=7.3, 2H), 7.... Starting materials: Intermediate 2, ClC1=CC=C(C=C1)[C@H](C)NCCC1(CCC2(OCC(CO2)(C)C)CC1)O (9-{2-[(S)-1-(4-chloro-phenyl)-ethylamino]-ethyl}-3,3-dimethyl-1,5-dioxa-spiro[5.5]undecan-9-ol), ClC(Cl)(OC(OC(Cl)(Cl)Cl)=O)Cl (triphosgene). Product: ClC1=CC=C(C=C1)[C@H](C)N1C(OC2(CC1)CCC(CC2)=O)=O (3-[(S)-1-(4-Chloro-phenyl)-ethyl]-1-oxa-3-aza-spiro[5.5]undecane-2,9-dione), ClC1=CC=C(C=C1)[C@H](C)N1C(OC2(CC1)CCC1(OCC(CO1)(C)C)CC2)=O (3-[(S)-1-(4-chloro-phenyl)-ethyl]-12,12-dimethyl-1,10,14-trioxa-3-aza-dispiro[5.2.5.2]hexadecan-2-one). Isolated yield 35.0%. RXN SMILES: [Cl:1][C:2]1[CH:7]=[CH:6][C:5]([C@@H:8]([NH:10][CH2:11][CH2:12][C:13]2([OH:26])[CH2:25][CH2:24][C:16]3([O:21][CH2:20][C:19]([CH3:23])([CH3:22])[CH2:18][O:17]3)[CH2:15][CH2:14]2)[CH3:9])=[CH:4][CH:3]=1.Cl[C:28](Cl)([O:30]C(=O)OC(Cl)(Cl)Cl)Cl>>[Cl:1][C:2]1[CH:3]=[CH:4][C:5]([C@@H:8]([N:10]2[CH2:11][CH2:12][C:13]3([CH2:14][CH2:15][C:16](=[O:21])[CH2:24][CH2:25]3)[O:26][C:28]2=[O:30])[CH3:9])=[CH:6][CH:7]=1.[Cl:1][C:2]1[CH:7]=[CH:6][C:5]([C@@H:8]([N:10]2[CH2:11][CH2:12][C:13]3([CH2:14][CH2:15][C:16]4([O:17][CH2:18][C:19]([CH3:23])([CH3:22])[CH2:20][O:21]4)[CH2:24][CH2:25]3)[O:26][C:28]2=[O:30])[CH3:9])=[CH:4][CH:3]=1. Procedure: The title compound is prepared from 9-{2-[(S)-1-(4-chloro-phenyl)-ethylamino]-ethyl}-3,3-dimethyl-1,5-dioxa-spiro[5.5]undecan-9-ol and triphosgene following a procedure analogous to that described in Step 4 of Intermediate 2; besides the title compound the intermediate 3-[(S)-1-(4-chloro-phenyl)-ethyl]-12,12-dimethyl-1,10,14-trioxa-3-aza-dispiro[5.2.5.2]hexadecan-2-one (35% of theory) is also isolated. Yield: 23% of theory; LC (method 4): tR=1.51 min; Mass spectrum (ESI+): m/z=322/324 (Cl) [M+H]...